From a dataset of the Open Reaction Database (ORD), a public repository of structured organic reaction records. describe an organic reaction: reactants, conditions, products, and yield Starting materials: Cl.C12NCC(C[C@@H]1NC[C@H](O)C=1C(=C3COC(C3=CC1)=O)C)C2 (5-((1R)-2-((6S)-2-azabicyclo[2.2.1]heptan-6-ylamino)-1-hydroxyethyl)-4-methylisobenzofuran-1(3H)-one hydrochloride), Cl.C12NCC(C[C@@H]1NC[C@H](O)C=1C(=C3COC(C3=CC1)=O)C)C2 (5-((1R)-2-((6S)-2-azabicyclo[2.2.1]heptan-6-ylamino)-1-hydroxyethyl)-4-methylisobenzofuran-1(3H)-one hydrochloride), CC1=C(C=CC=2C(OCC21)=O)[C@H]2OC2 (4-Methyl-5-[(2R)-oxiran-2-yl]-2-benzofuran-1(3H)-one), CC1=C(C=CC=2C(OCC21)=O)[C@H]2OC2 (4-Methyl-5-[(2R)-oxiran-2-yl]-2-benzofuran-1(3H)-one). Yields the product O[C@@H](CN1[C@@H]2C(C[C@H](C1)C2)NC[C@@H](C2=C(C1=C(C(OC1)=O)C=C2)C)O)C2=C(C1=C(C(OC1)=O)C=C2)C (5-{(1R)-1-Hydroxy-2-[(1S,4S)-6-{[(2R)-2-hydroxy-2-(4-methyl-1-oxo-1,3-dihydro-2-benzofuran-5-yl)ethyl]amino}-2-azabicyclo[2.2.1]hept-2-yl]ethyl}-4-methyl-2-benzofuran-1(3H)-one). As a reaction SMILES: Cl.[CH:2]12[CH2:23][CH:5]([CH2:6][C@@H:7]1[NH:8][CH2:9][C@@H:10]([C:12]1[C:13]([CH3:22])=[C:14]3[C:18](=[CH:19][CH:20]=1)[C:17](=[O:21])[O:16][CH2:15]3)[OH:11])[CH2:4][NH:3]2.[CH3:24][C:25]1[C:33]2[CH2:32][O:31][C:30](=[O:34])[C:29]=2[CH:28]=[CH:27][C:26]=1[C@@H:35]1[CH2:37][O:36]1>>[OH:36][C@H:35]([C:26]1[CH:27]=[CH:28][C:29]2[C:30](=[O:34])[O:31][CH2:32][C:33]=2[C:25]=1[CH3:24])[CH2:37][N:3]1[CH2:4][C@@H:5]2[CH2:23][C@H:2]1[CH:7]([NH:8][CH2:9][C@H:10]([OH:11])[C:12]1[CH:20]=[CH:19][C:18]3[C:17](=[O:21])[O:16][CH2:15][C:14]=3[C:13]=1[CH3:22])[CH2:6]2 |f:0.1|. Procedure: 5-{(1R)-1-Hydroxy-2-[(1S,4S)-6-{[(2R)-2-hydroxy-2-(4-methyl-1-oxo-1,3-dihydro-2-benzofuran-5-yl)ethyl]amino}-2-azabicyclo[2.2.1]hept-2-yl]ethyl}-4-methyl-2-benzofuran-1(3H)-one was prepared in a similar fashion to that described for the synthesis of EXAMPLE 1 starting from 5-((1R)-2-((6S)-2-azabicyclo[2.2.1]heptan-6-ylamino)-1-hydroxyethyl)-4-methylisobenzofuran-1(3H)-one hydrochloride [INTERMEDIATE 13] and 4-methyl-5-[(2R)-oxiran-2-yl]-2-benzofuran-1(3H)-one [INTERMEDIATE 2B]. Reactants: c1ccc2c(c1)CCNC2, C1COCCO1, S. The product is C1=NCCc2ccccc21. RXN SMILES: [CH2:1]1[NH:2][CH2:3][CH2:4][c:5]2[cH:6][cH:7][cH:8][cH:9][c:10]21.[O:12]1[CH2:13][CH2:14][O:15][CH2:16][CH2:17]1.[S:11]>>[CH:1]1=[N:2][CH2:3][CH2:4][c:5]2[cH:6][cH:7][cH:8][cH:9][c:10]21. Starting materials: CC(=O)[O-], CC(C)=O, [Na+], O, O, O, O, O=P(Cl)(Cl)Cl, c1ccc(N(c2ccccc2)c2ccccc2)cc1. The product is O=Cc1ccc(N(c2ccccc2)c2ccccc2)cc1. As a reaction SMILES: [C:32]([O-:33])(=[O:34])[CH3:35].[CH3:1][C:2](=[O:3])[CH3:4].[Na+:36].[OH2:29].[OH2:30].[OH2:31].[OH2:37].[P:5]([Cl:6])([Cl:7])([Cl:8])=[O:9].[c:10]1([N:16]([c:17]2[cH:18][cH:19][cH:20][cH:21][cH:22]2)[c:23]2[cH:24][cH:25][cH:26][cH:27][cH:28]2)[cH:11][cH:12][cH:13][cH:14][cH:15]1>>[CH:2](=[O:3])[c:20]1[cH:19][cH:18][c:17]([N:16]([c:10]2[cH:11][cH:12][cH:13][cH:14][cH:15]2)[c:23]2[cH:24][cH:25][cH:26][cH:27][cH:28]2)[cH:22][cH:21]1. The reactants are COC(=O)C=1SC=CC1N(C(C(F)(F)F)=O)C (3-[methyl-(2,2,2-trifluoro-acetyl)-amino]-thiophene-2-carboxylic acid methyl ester). Solvent: CO (methanol), [OH-].[Na+] (NaOH). The product is COC(=O)C=1SC=CC1NC (3-methylamino-thiophene-2-carboxylic acid methyl ester). Isolated yield 94.1%. As a reaction SMILES: [CH3:1][O:2][C:3]([C:5]1[S:6][CH:7]=[CH:8][C:9]=1[N:10](C)[C:11](=O)C(F)(F)F)=[O:4]>CO.[OH-].[Na+]>[CH3:1][O:2][C:3]([C:5]1[S:6][CH:7]=[CH:8][C:9]=1[NH:10][CH3:11])=[O:4] |f:2.3|. Procedure details: A solution of 2.05 g of 3-[methyl-(2,2,2-trifluoro-acetyl)-amino]-thiophene-2-carboxylic acid methyl ester (7.67 mmol) in a mixture of methanol (100 ml) and 1N NaOH (15.4 ml) was stirred at RT over night. The methanol was then removed in vacuo and the remaining mixture was diluted with water and extracted with ethyl acetate. The combined organic layers were washed with brine, dried (Na2SO4), filtered and concentrated in vacuo to give 1.236 g (94%) of 3-methylamino-thiophene-2-carboxylic acid met... Reactants: Cc1cc(=O)n(-c2cc(C(=O)O)c(C#N)cc2F)c(=O)n1C, CN(C)C=O, O=S(Cl)Cl. Product: Cc1cc(=O)n(-c2cc(C(=O)O)c(C#N)cc2F)c(=O)n1C, [Cl-]. As a reaction SMILES: [C:1](#[N:2])[c:3]1[c:4]([C:5](=[O:6])[OH:7])[cH:8][c:9](-[n:13]2[c:14](=[O:22])[n:15]([CH3:21])[c:16]([CH3:20])[cH:17][c:18]2=[O:19])[c:10]([F:12])[cH:11]1.[CH3:27][N:28]([CH3:29])[CH:30]=[O:31].[S:23]([Cl:24])([Cl:25])=[O:26]>>[C:1](#[N:2])[c:3]1[c:4]([C:5](=[O:6])[OH:7])[cH:8][c:9](-[n:13]2[c:14](=[O:22])[n:15]([CH3:21])[c:16]([CH3:20])[cH:17][c:18]2=[O:19])[c:10]([F:12])[cH:11]1.[Cl-:25]. Starting materials: Cc1cc(Cc2cccc(Br)c2)oc1C, CN(C)C=O, COc1c(C(C)C)cc(C(=O)O)cc1C(C)C, O=C(Cl)C(=O)Cl, ClCCl, Cl[Sn](Cl)(Cl)Cl. The product is COc1c(C(C)C)cc(C(=O)c2c(Cc3cccc(Br)c3)oc(C)c2C)cc1C(C)C. Reaction SMILES: [Br:29][c:30]1[cH:31][c:32]([CH2:33][c:34]2[o:35][c:36]([CH3:40])[c:37]([CH3:39])[cH:38]2)[cH:41][cH:42][cH:43]1.[CH3:47][N:48]([CH3:49])[CH:50]=[O:51].[CH:1]([CH3:2])([CH3:3])[c:4]1[cH:5][c:6]([C:7](=[O:8])[OH:9])[cH:10][c:11]([CH:15]([CH3:16])[CH3:17])[c:12]1[O:13][CH3:14].[Cl:18][C:19]([C:20]([Cl:21])=[O:22])=[O:23].[Cl:44][CH2:45][Cl:46].[Sn:24]([Cl:25])([Cl:26])([Cl:27])[Cl:28]>>[CH:1]([CH3:2])([CH3:3])[c:4]1[cH:5][c:6]([C:7](=[O:9])[c:38]2[c:34]([CH2:33][c:32]3[cH:31][c:30]([Br:29])[cH:43][cH:42][cH:41]3)[o:35][c:36]([CH3:40])[c:37]2[CH3:39])[cH:10][c:11]([CH:15]([CH3:16])[CH3:17])[c:12]1[O:13][CH3:14].